From a dataset of the Open Reaction Database (ORD), a public repository of structured organic reaction records. describe an organic reaction: reactants, conditions, products, and yield Reactants: CN(C)CC1=CC=2CN(CCC2O1)C(=O)C=1SC(=CC1)\C=C/C1=CC=CC=C1 ((Z)-N,N-Dimethyl-[5-[5-(2-phenylethenyl)thiophene-2-carbonyl]-4,5,6,7-tetrahydrofuro[3,2-c]pyridin-2-ylmethyl]amine), Cl (hydrogen chloride). The solvent is CO (methanol), C(C)(=O)OCC (ethyl acetate). Product: Cl.CN(C)CC1=CC=2CN(CCC2O1)C(=O)C=1SC(=CC1)\C=C/C1=CC=CC=C1 ((Z)-N,N-dimethyl-[5-[5-(2-phenylethenyl)thiophene-2-carbonyl]-4,5,6,7-tetrahydrofuro[3,2-c]pyridin-2-ylmethyl]amine hydrochloride). Reaction SMILES: [CH3:1][N:2]([CH2:4][C:5]1[O:13][C:12]2[CH2:11][CH2:10][N:9]([C:14]([C:16]3[S:17][C:18](/[CH:21]=[CH:22]\[C:23]4[CH:28]=[CH:27][CH:26]=[CH:25][CH:24]=4)=[CH:19][CH:20]=3)=[O:15])[CH2:8][C:7]=2[CH:6]=1)[CH3:3].[ClH:29]>CO.C(OCC)(=O)C>[ClH:29].[CH3:1][N:2]([CH2:4][C:5]1[O:13][C:12]2[CH2:11][CH2:10][N:9]([C:14]([C:16]3[S:17][C:18](/[CH:21]=[CH:22]\[C:23]4[CH:28]=[CH:27][CH:26]=[CH:25][CH:24]=4)=[CH:19][CH:20]=3)=[O:15])[CH2:8][C:7]=2[CH:6]=1)[CH3:3] |f:4.5|. Procedure details: (Z)-N,N-Dimethyl-[5-[5-(2-phenylethenyl)thiophene-2-carbonyl]-4,5,6,7-tetrahydrofuro[3,2-c]pyridin-2-ylmethyl]amine 0.095 g was dissolved in 2 ml of methanol; hydrogen chloride in ethyl acetate was added in excess, followed by stirring. This mixture was concentrated, and recrystallized from methanol-diethyl ether to yield the desired product. The reactants are [BH4-], CCO, [Cl-], [Na+], [Na+], O=C1CCNCC1c1ccccc1, c1ccccc1. Product: OC1CCNCC1c1ccccc1. Reaction SMILES: [BH4-:14].[CH3:16][CH2:17][OH:18].[Cl-:19].[Na+:15].[Na+:20].[c:1]1([CH:7]2[CH2:8][NH:9][CH2:10][CH2:11][C:12]2=[O:13])[cH:2][cH:3][cH:4][cH:5][cH:6]1.[cH:21]1[cH:22][cH:23][cH:24][cH:25][cH:26]1>>[c:1]1([CH:7]2[CH2:8][NH:9][CH2:10][CH2:11][CH:12]2[OH:13])[cH:2][cH:3][cH:4][cH:5][cH:6]1. Starting materials: CS(=O)C (DMSO), Cl.NC1=NC(=NC=C1CCl)CC (4-amino-5-chloromethyl 2-ethylpyrimidine hydrochloride), FCCC1=C(N=CS1)C (5-(2-fluoroethyl)-4-methylthiazole). Run in C(C)(C)O (isopropanol). Run at temperature 100 celsius, time 20 minute. Yields the product Cl.[Cl-].NC1=NC(=NC=C1CN1CSC(=C1C)CCF)C (3-[(4-amino-2-methylpyrimidin-5-yl)methyl]-5-(2-fluoroethyl)-4-methylthiazol chloride hydrochloride), solid. Isolated yield 70.0%. As a reaction SMILES: [ClH:1].[NH2:2][C:3]1[C:8]([CH2:9][Cl:10])=[CH:7][N:6]=[C:5]([CH2:11]C)[N:4]=1.[F:13][CH2:14][CH2:15][C:16]1[S:20][CH:19]=[N:18][C:17]=1[CH3:21].CS(C)=O>C(O)(C)C>[ClH:10].[Cl-:1].[NH2:2][C:3]1[C:8]([CH2:9][N:18]2[C:17]([CH3:21])=[C:16]([CH2:15][CH2:14][F:13])[S:20][CH2:19]2)=[CH:7][N:6]=[C:5]([CH3:11])[N:4]=1 |f:0.1,5.6.7|. Procedure: To 25 ml flask 1.7 g (8.2 mmol) of 4-amino-5-chloromethyl 2-ethylpyrimidine hydrochloride and 1.3 g (9.0 mmol) of 5-(2-fluoroethyl)-4-methylthiazole were charged, followed by 1 ml of DMSO. The reaction mixture was stirred at 100° C. for 20 minutes. Then it was cooled to room temperature and 10 ml of isopropanol was added. After standing for 2 h, a precipitate was formed and filtered. 2 g of 3-[(4-amino-2-methylpyrimidin-5-yl)methyl]-5-(2-fluoroethyl)-4-methylthiazol chloride hydrochloride was ob... Reactants: NC=1C(=C(C(=O)OC)C=CC1Cl)NCCCO (methyl 3-amino-4-chloro-2-[(3-hydroxypropyl)amino]benzoate), ClC1=C(C(=CC(=C1)Cl)Cl)N=C=S (2,4,6-trichlorophenyl isothiocyanate). Run at time 2 day. Yields the product ClC1=C(C(=C(C(=O)OC)C=C1)NCCCO)NC(NC1=C(C=C(C=C1Cl)Cl)Cl)=S (Methyl 4-chloro-2-[(3-hydroxypropyl)amino]-3-{[(2,4,6-trichlorophenyl)carbamothioyl]amino}benzoate). The yield is 74.3%. RXN SMILES: [NH2:1][C:2]1[C:3]([NH:13][CH2:14][CH2:15][CH2:16][OH:17])=[C:4]([CH:9]=[CH:10][C:11]=1[Cl:12])[C:5]([O:7][CH3:8])=[O:6].[Cl:18][C:19]1[CH:24]=[C:23]([Cl:25])[CH:22]=[C:21]([Cl:26])[C:20]=1[N:27]=[C:28]=[S:29]>>[Cl:12][C:11]1[CH:10]=[CH:9][C:4]([C:5]([O:7][CH3:8])=[O:6])=[C:3]([NH:13][CH2:14][CH2:15][CH2:16][OH:17])[C:2]=1[NH:1][C:28](=[S:29])[NH:27][C:20]1[C:21]([Cl:26])=[CH:22][C:23]([Cl:25])=[CH:24][C:19]=1[Cl:18]. Procedure details: A mixture of methyl 3-amino-4-chloro-2-[(3-hydroxypropyl)amino]benzoate (200 mg, 0.773 mmol) and 2,4,6-trichlorophenyl isothiocyanate (406 mg, 1.70 mmol) was stirred at room temperature for 2 days and concentrated in vacuo. The residue was purified by flash column chromatography on silica gel eluting with a 30-70% ethyl acetate/n-hexane gradient mixture to give the title compound as a red oil (285 mg, 0.574 mmol, 74%). The reactants are OC1=CC=C(C=C1)SC1=C(C=C(C=C1)NC(=O)C=1OC=CC1)[N+](=O)[O-] (Furan-2-carboxylic acid [4-(4-hydroxy-phenylsulfanyl)-3-nitro-phenyl]-amide), [NH4+].[Cl-] (NH4Cl). The reagents and catalysts are [Fe] (Fe). Yields the product NC=1C=C(C=CC1SC1=CC=C(C=C1)O)NC(=O)C=1OC=CC1 (Furan-2-carboxylic acid [3-amino-4-(4-hydroxy-phenylsulfanyl)-phenyl]-amide). Isolated yield 90.0%. As a reaction SMILES: [OH:1][C:2]1[CH:7]=[CH:6][C:5]([S:8][C:9]2[CH:14]=[CH:13][C:12]([NH:15][C:16]([C:18]3[O:19][CH:20]=[CH:21][CH:22]=3)=[O:17])=[CH:11][C:10]=2[N+:23]([O-])=O)=[CH:4][CH:3]=1.[NH4+].[Cl-]>[Fe]>[NH2:23][C:10]1[CH:11]=[C:12]([NH:15][C:16]([C:18]2[O:19][CH:20]=[CH:21][CH:22]=2)=[O:17])[CH:13]=[CH:14][C:9]=1[S:8][C:5]1[CH:4]=[CH:3][C:2]([OH:1])=[CH:7][CH:6]=1 |f:1.2|. Reported procedure: The product from Example 255b was reduced with Fe and NH4Cl following the procedure from Example 9E to provide the title compound (980 mg, 90%). Starting materials: Cl.C1(=CC=CC=C1)N(C(=O)C1=CC2=C(N(C(=N2)CNC2=CC=C(C=C2)C(N)=N)C2CC2)C=C1)CCC(=O)OCC (1-cyclopropyl-2-[N-(4-amidinophenyl)aminomethyl]benzimidazol-5-yl-carboxylic acid-N-phenyl-N-(2-ethoxycarbonylethyl)amide hydrochloride), [OH-].[Na+] (sodium hydroxide), C28H28N6O3. Product: C1(=CC=CC=C1)N(C(=O)C1=CC2=C(N(C(=N2)CNC2=CC=C(C=C2)C(N)=N)C2CC2)C=C1)CCC(=O)O (1-Cyclopropyl-2-[N-(4-amidinophenyl)aminomethyl]benzimidazol-5-yl-carboxylic acid-N-phenyl-N-(2-hydroxycarbonylethyl)amide). Yield: 64.0%. RXN SMILES: Cl.[C:2]1([N:8]([CH2:34][CH2:35][C:36]([O:38]CC)=[O:37])[C:9]([C:11]2[CH:33]=[CH:32][C:14]3[N:15]([CH:29]4[CH2:31][CH2:30]4)[C:16]([CH2:18][NH:19][C:20]4[CH:25]=[CH:24][C:23]([C:26](=[NH:28])[NH2:27])=[CH:22][CH:21]=4)=[N:17][C:13]=3[CH:12]=2)=[O:10])[CH:7]=[CH:6][CH:5]=[CH:4][CH:3]=1.[OH-].[Na+]>>[C:2]1([N:8]([CH2:34][CH2:35][C:36]([OH:38])=[O:37])[C:9]([C:11]2[CH:33]=[CH:32][C:14]3[N:15]([CH:29]4[CH2:30][CH2:31]4)[C:16]([CH2:18][NH:19][C:20]4[CH:25]=[CH:24][C:23]([C:26](=[NH:27])[NH2:28])=[CH:22][CH:21]=4)=[N:17][C:13]=3[CH:12]=2)=[O:10])[CH:3]=[CH:4][CH:5]=[CH:6][CH:7]=1 |f:0.1,2.3|. Procedure: Prepared analogously to Example 26 from 1-cyclopropyl-2-[N-(4-amidinophenyl)aminomethyl]benzimidazol-5-yl-carboxylic acid-N-phenyl-N-(2-ethoxycarbonylethyl)amide hydrochloride and sodium hydroxide solution. Yield: 64% of theory, C28H28N6O3 (496.6); EKA mass spectrum: (M+H)+=497; (M+H+Na)++=260; (M+Na)+=519; (M+2Na)++=271. Reactants: NCCCN1N=C(C=2C1=NC=CC2CCC2=CC=C(C=C2)OC(C(C)(C)C)=O)O[C@H]2[C@H](OC(C(C)(C)C)=O)[C@@H](OC(C(C)(C)C)=O)[C@H](OC(C(C)(C)C)=O)[C@H](O2)COC(C(C)(C)C)=O (1-(3-aminopropyl)-3-(2,3,4,6-tetra-O-pivaloyl-β-D-glucopyranosyloxy)-4-[2-(4-pivaloyloxy-phenyl)ethyl]-1H-pyrazolo[3,4-b]pyridine), C(C1=CC=CC=C1)OC(C(=O)O)N=C=O (2-benzyloxy-carbonylaminoacetic acid), ON1N=NC2=C1C=CC=C2 (1-hydroxybenzotriazole), Cl.C(C)N=C=NCCCN(C)C (1-ethyl-3-(3-dimethylaminopropyl)carbodiimide hydrochloride), CN(C=O)C (N,N-dimethylformamide), Cl (hydrochloric acid). The solvent is C(C)N(CC)CC (triethylamine). Reaction conditions: time 8 hour. The product is C(C1=CC=CC=C1)OC(=O)NCC(=O)NCCCN1N=C(C=2C1=NC=CC2CCC2=CC=C(C=C2)OC(C(C)(C)C)=O)O[C@H]2[C@H](OC(C(C)(C)C)=O)[C@@H](OC(C(C)(C)C)=O)[C@H](OC(C(C)(C)C)=O)[C@H](O2)COC(C(C)(C)C)=O (1-{3-[2-(benzyloxycarbonylamino)acetylamino]propyl}-3-(2,3,4,6-tetra-O-pivaloyl-β-D-glucopyranosyloxy)-4-[2-(4-pivaloyloxyphenyl)ethyl]-1H-pyrazolo[3,4-b]pyridine). Reaction SMILES: [NH2:1][CH2:2][CH2:3][CH2:4][N:5]1[C:9]2=[N:10][CH:11]=[CH:12][C:13]([CH2:14][CH2:15][C:16]3[CH:21]=[CH:20][C:19]([O:22][C:23](=[O:28])[C:24]([CH3:27])([CH3:26])[CH3:25])=[CH:18][CH:17]=3)=[C:8]2[C:7]([O:29][C@@H:30]2[O:56][C@H:55]([CH2:57][O:58][C:59](=[O:64])[C:60]([CH3:63])([CH3:62])[CH3:61])[C@@H:47]([O:48][C:49](=[O:54])[C:50]([CH3:53])([CH3:52])[CH3:51])[C@H:39]([O:40][C:41](=[O:46])[C:42]([CH3:45])([CH3:44])[CH3:43])[C@H:31]2[O:32][C:33](=[O:38])[C:34]([CH3:37])([CH3:36])[CH3:35])=[N:6]1.[CH2:65]([O:72][CH:73]([N:77]=[C:78]=O)C(O)=O)[C:66]1[CH:71]=[CH:70][CH:69]=[CH:68][CH:67]=1.[OH:80]N1C2C=CC=CC=2N=N1.Cl.C(N=C=NCCCN(C)C)C.Cl.CN(C)[CH:105]=[O:106]>C(N(CC)CC)C>[CH2:65]([O:72][C:73]([NH:77][CH2:78][C:105]([NH:1][CH2:2][CH2:3][CH2:4][N:5]1[C:9]2=[N:10][CH:11]=[CH:12][C:13]([CH2:14][CH2:15][C:16]3[CH:17]=[CH:18][C:19]([O:22][C:23](=[O:28])[C:24]([CH3:27])([CH3:26])[CH3:25])=[CH:20][CH:21]=3)=[C:8]2[C:7]([O:29][C@@H:30]2[O:56][C@H:55]([CH2:57][O:58][C:59](=[O:64])[C:60]([CH3:63])([CH3:62])[CH3:61])[C@@H:47]([O:48][C:49](=[O:54])[C:50]([CH3:53])([CH3:52])[CH3:51])[C@H:39]([O:40][C:41](=[O:46])[C:42]([CH3:43])([CH3:44])[CH3:45])[C@H:31]2[O:32][C:33](=[O:38])[C:34]([CH3:37])([CH3:35])[CH3:36])=[N:6]1)=[O:106])=[O:80])[C:66]1[CH:67]=[CH:68][CH:69]=[CH:70][CH:71]=1 |f:3.4|. Procedure: To a solution of 1-(3-aminopropyl)-3-(2,3,4,6-tetra-O-pivaloyl-β-D-glucopyranosyloxy)-4-[2-(4-pivaloyloxy-phenyl)ethyl]-1H-pyrazolo[3,4-b]pyridine (60 mg) in N,N-dimethylformamide (3 mL) were added 2-benzyloxy-carbonylaminoacetic acid (17 mg), 1-hydroxybenzotriazole (11 mg), 1-ethyl-3-(3-dimethylaminopropyl)carbodiimide hydrochloride (26 mg) and triethylamine (0.037 mL), and the mixture was stirred at room temperature overnight. The reaction mixture was poured into 0.5 mol/L hydrochloric acid, a... Reactants: hydrochloride salt, N([C@@H](CC(C)C)C(=O)N[C@@H](CC1=CC=CC=C1)C(=O)O)C(=O)OC(C)(C)C (Boc-Leu-Phe-OH), N([C@@H](CC(C)C)C(=O)N[C@@H](CC1=CC=CC=C1)C(=O)O)C(=O)OC(C)(C)C (Boc-Leu-Phe-OH), Cl.C1CCOC1 (HCl THF), N([C@@H](COCC1=CC=CC=C1)C(=O)N[C@@H](CCC(N)=O)C(=O)N[C@@H]([C@H](OCC1=CC=CC=C1)C)C(=O)N1[C@H](C(=O)N[C@@H](CC(C)C)C(=O)N[C@@H](C(C)C)C(=O)N[C@@H]([C@H](OCC2=CC=CC=C2)C)C(=O)NN)CCC1)C(=O)OC(C)(C)C (Boc-Ser(Bzl)-Gln-Thr(Bzl)-Pro-Leu-Val-Thr(Bzl)-NHNH2), [N-]=[N+]=[N-] (azide), Cl.C1CCOC1 (HCl THF), i-amylnitrite. The solvent is CCN(CC)CC (Et3N), CC(=O)O (AcOH), CCN(CC)CC (Et3N), CN(C)C=O (DMF). Reaction conditions: temperature 4 celsius, time 4 day. The product is N([C@@H](COCC1=CC=CC=C1)C(=O)N[C@@H](CCC(N)=O)C(=O)N[C@@H]([C@H](OCC1=CC=CC=C1)C)C(=O)N1[C@H](C(=O)N[C@@H](CC(C)C)C(=O)N[C@@H](C(C)C)C(=O)N[C@@H]([C@H](OCC2=CC=CC=C2)C)C(=O)N[C@@H](CC(C)C)C(=O)N[C@@H](CC2=CC=CC=C2)C(=O)O)CCC1)C(=O)OC(C)(C)C (Boc-Ser(Bzl)-Gln-Thr(Bzl)-Pro-Leu-Val-Thr(Bzl)-Leu-Phe-OH). Reaction SMILES: [NH:1]([C:21]([O:23]C(C)(C)C)=O)[C@H:2]([C:7]([NH:9][C@H:10]([C:18]([OH:20])=[O:19])[CH2:11][C:12]1[CH:17]=[CH:16][CH:15]=[CH:14][CH:13]=1)=[O:8])[CH2:3][CH:4]([CH3:6])[CH3:5].Cl.C1COCC1.[NH:34]([C:108]([O:110][C:111]([CH3:114])([CH3:113])[CH3:112])=[O:109])[C@H:35]([C:45]([NH:47][C@H:48]([C:54]([NH:56][C@H:57]([C:68]([N:70]1[CH2:107][CH2:106][CH2:105][C@H:71]1[C:72]([NH:74][C@H:75]([C:80]([NH:82][C@H:83]([C:87]([NH:89][C@H:90](C(NN)=O)[C@@H:91]([CH3:100])[O:92][CH2:93][C:94]1[CH:99]=[CH:98][CH:97]=[CH:96][CH:95]=1)=[O:88])[CH:84]([CH3:86])[CH3:85])=[O:81])[CH2:76][CH:77]([CH3:79])[CH3:78])=[O:73])=[O:69])[C@@H:58]([CH3:67])[O:59][CH2:60][C:61]1[CH:66]=[CH:65][CH:64]=[CH:63][CH:62]=1)=[O:55])[CH2:49][CH2:50][C:51](=[O:53])[NH2:52])=[O:46])[CH2:36][O:37][CH2:38][C:39]1[CH:44]=[CH:43][CH:42]=[CH:41][CH:40]=1.[N-]=[N+]=[N-]>CN(C=O)C.CC(O)=O.CCN(CC)CC>[NH:34]([C:108]([O:110][C:111]([CH3:114])([CH3:113])[CH3:112])=[O:109])[C@H:35]([C:45]([NH:47][C@H:48]([C:54]([NH:56][C@H:57]([C:68]([N:70]1[CH2:107][CH2:106][CH2:105][C@H:71]1[C:72]([NH:74][C@H:75]([C:80]([NH:82][C@H:83]([C:87]([NH:89][C@H:90]([C:21]([NH:1][C@H:2]([C:7]([NH:9][C@H:10]([C:18]([OH:20])=[O:19])[CH2:11][C:12]1[CH:13]=[CH:14][CH:15]=[CH:16][CH:17]=1)=[O:8])[CH2:3][CH:4]([CH3:5])[CH3:6])=[O:23])[C@@H:91]([CH3:100])[O:92][CH2:93][C:94]1[CH:95]=[CH:96][CH:97]=[CH:98][CH:99]=1)=[O:88])[CH:84]([CH3:86])[CH3:85])=[O:81])[CH2:76][CH:77]([CH3:79])[CH3:78])=[O:73])=[O:69])[C@@H:58]([CH3:67])[O:59][CH2:60][C:61]1[CH:66]=[CH:65][CH:64]=[CH:63][CH:62]=1)=[O:55])[CH2:49][CH2:50][C:51](=[O:53])[NH2:52])=[O:46])[CH2:36][O:37][CH2:38][C:39]1[CH:40]=[CH:41][CH:42]=[CH:43][CH:44]=1 |f:1.2|. Reported procedure: Boc-Leu-Phe-OH (XVI) (0.53 g, 1.4 mmol) was deblocked with 4 N HCl/THF (17.5 ml) and worked up as in Example 9 to yield the white crystalline salt. Boc-Ser(Bzl)-Gln-Thr(Bzl)-Pro-Leu-Val-Thr(Bzl)-NHNH2 (XV) (0.79 g, 0.7 mmol) in DMF (10 ml) was converted into the azide by treatment with 2.8 N HCl/THF (1.25 ml) and i-amylnitrite (0.14 ml) at -20° C for 25 min. The temperature was lowered to -30° C, Et3N (0.49 ml) was added followed by a pre-cooled mixture of the hydrochloride salt of compound (XVI...